Task: describe an organic reaction: reactants, conditions, products, and yield. Dataset: the Open Reaction Database (ORD), a public repository of structured organic reaction records The reactants are C(C)(C)(C)C1=NC(=C(C#N)C=C1)Cl (6-tert-butyl-2-chloronicotinonitrile), N1CCCCC1 (piperidine). Reaction conditions: time 20 hour. Yields the product C(C)(C)(C)C1=NC(=C(C#N)C=C1)N1CCCCC1 (6-tert-Butyl-2-piperidin-1-ylnicotinonitrile). Isolated yield 96.1%. Reaction SMILES: [C:1]([C:5]1[CH:12]=[CH:11][C:8]([C:9]#[N:10])=[C:7](Cl)[N:6]=1)([CH3:4])([CH3:3])[CH3:2].[NH:14]1[CH2:19][CH2:18][CH2:17][CH2:16][CH2:15]1>>[C:1]([C:5]1[CH:12]=[CH:11][C:8]([C:9]#[N:10])=[C:7]([N:14]2[CH2:19][CH2:18][CH2:17][CH2:16][CH2:15]2)[N:6]=1)([CH3:4])([CH3:3])[CH3:2]. Reported procedure: A mixture of 6-tert-butyl-2-chloronicotinonitrile (Tetrahedron 1965, 21, 2453-2467, 1.5 g, 7.7 mmol) and piperidine (15 ml, 176 mmol) was stirred for 20 hours at room temperature. Then the reaction mixture was evaporated to remove piperidine in vacuo to give the title compound (1.8 g, 98%). Starting materials: FC1=C(C(=C(C=2C(C=3C(C4=C(C(=C(C(=C4C(C3C(C12)(F)F)(F)F)F)F)F)F)(F)F)(F)F)F)F)F (1,2,3,4,5,5,6,6,7,8,9,10,11,11,12,12-hexadecafluoro-5,6,11,12-tetrahydronaphthacene), FC1=C(C(=C(C=2C(C3=C(C4=C(C(=C(C(=C4C(=C3C(C12)(F)F)F)F)F)F)F)F)(F)F)F)F)F (1,2,3,4,5,5,6,7,8,9,10,11,12,12-tetradecafluoro-5,12-dihydronaphthacene). Yields the product FC=1C2=C(C3=C(C(=C(C(=C3C(=C2C(=C2C(=C(C(=C(C12)F)F)F)F)F)F)F)F)F)F)F (dodecafluoronaphthacene). RXN SMILES: [F:1][C:2]1[C:19]2[C:18](F)([F:20])[C:17]3[C:16](F)([F:22])[C:15]4[C:10](=[C:11]([F:27])[C:12]([F:26])=[C:13]([F:25])[C:14]=4[F:24])[C:9](F)([F:28])[C:8]=3[C:7](F)([F:30])[C:6]=2[C:5]([F:32])=[C:4]([F:33])[C:3]=1[F:34].FC1C2C(F)(F)C3C(=C(F)C4C(C=3F)=C(F)C(F)=C(F)C=4F)C(F)(F)C=2C(F)=C(F)C=1F>>[F:20][C:18]1[C:17]2[C:8]([C:7]([F:30])=[C:6]3[C:19]=1[C:2]([F:1])=[C:3]([F:34])[C:4]([F:33])=[C:5]3[F:32])=[C:9]([F:28])[C:10]1[C:15](=[C:14]([F:24])[C:13]([F:25])=[C:12]([F:26])[C:11]=1[F:27])[C:16]=2[F:22]. Procedure: compounds (8) and/or (9) are/is reacted with a reducing agent so as to obtain compound (10). That is, as shown in scheme 6, 1,2,3,4,5,5,6,6,7,8,9,10,11,11,12,12-hexadecafluoro-5,6,11,12-tetrahydronaphthacene (8) is reacted with a reducing agent so that it is partially defluoridated so as to obtain dodecafluoronaphthacene (10). Also, s shown in scheme 7, 1,2,3,4,5,5,6,7,8,9,10,11,12,12-tetradecafluoro-5,12-dihydronaphthacene (9) is reacted with a reducing agent so that it is partially defluoridat... The reactants are ClC=1C=C2C(=C(C(C(C2=CC1)(C)C)=O)C(=O)OCC)O (ethyl 6-chloro-4-hydroxy-1,1-dimethyl-2-oxo-naphthalene-3-carboxylate), Cl.COC(CN)=O (glycine methyl ester hydrochloride), CN1C(CCC1)=O (1-methyl-2-pyrrolidinone), TEA. The solvent is O (water). Run at temperature 80 celsius. The product is ClC=1C=C2C(=C(C(C(C2=CC1)(C)C)=O)C(=O)NCC(=O)OC)O (Methyl N-((6-chloro-4-hydroxy-1,1-dimethyl-2-oxo-naphthalene-3-yl)carbonyl)glycinate). Reaction SMILES: [Cl:1][C:2]1[CH:3]=[C:4]2[C:9](=[CH:10][CH:11]=1)[C:8]([CH3:13])([CH3:12])[C:7](=[O:14])[C:6]([C:15](OCC)=[O:16])=[C:5]2[OH:20].Cl.[CH3:22][O:23][C:24](=[O:27])[CH2:25][NH2:26].CN1CCCC1=O>O>[Cl:1][C:2]1[CH:3]=[C:4]2[C:9](=[CH:10][CH:11]=1)[C:8]([CH3:12])([CH3:13])[C:7](=[O:14])[C:6]([C:15]([NH:26][CH2:25][C:24]([O:23][CH3:22])=[O:27])=[O:16])=[C:5]2[OH:20] |f:1.2|. Procedure: A mixture of ethyl 6-chloro-4-hydroxy-1,1-dimethyl-2-oxo-naphthalene-3-carboxylate (0.224 g, 0.761 mmol), glycine methyl ester hydrochloride (0.115 g, 0.914 mmol, 99% Aldrich), 1-methyl-2-pyrrolidinone (1.5 mL), and TEA (0.32 mL, 2.28 mmol) was heated at 80° C. for 4 hours. The resulting mixture was cooled to room temperature and treated with water (10 mL) causing a white solid to precipitate. The product was collected by vacuum filtration and rinsed with water. MS m/e=338.0 (M+H)+. The reactants are C[C@H]([C@@H](C(=O)O)Cl)CC ((S,S)-3-methyl-2-chloropentanoic acid), OC1=CC=C(C=C1)C1=CC=C(C=C1)O (4,4'-bis-hydroxybiphenyl). The product is ClC(C(=O)OC1=CC=C(C=C1)C1=CC=C(C=C1)OC(C(C(CC)C)Cl)=O)C(CC)C (4,4'-bis-(2-chloro-3-methylpentanoyloxy)-biphenyl). As a reaction SMILES: [CH3:1][C@@H:2]([CH2:8][CH3:9])[C@H:3]([Cl:7])[C:4]([OH:6])=[O:5].O[C:11]1[CH:16]=[CH:15][C:14]([C:17]2[CH:22]=[CH:21][C:20]([OH:23])=[CH:19][CH:18]=2)=[CH:13][CH:12]=1>>[Cl:7][CH:3]([CH:2]([CH3:1])[CH2:8][CH3:9])[C:4]([O:6][C:11]1[CH:16]=[CH:15][C:14]([C:17]2[CH:22]=[CH:21][C:20]([O:23][C:4](=[O:5])[CH:3]([Cl:7])[CH:2]([CH3:1])[CH2:8][CH3:9])=[CH:19][CH:18]=2)=[CH:13][CH:12]=1)=[O:5]. Reported procedure: An excess of (S,S)-3-methyl-2-chloropentanoic acid is reacted with 4,4'-bis-hydroxybiphenyl analogously to Example 1. Customary working up gives optically active 4,4'-bis-(2-chloro-3-methylpentanoyloxy)-biphenyl. The reactants are ClC(C(=O)C1=CC=C2CN(C3=C(CN21)C=CC=C3)C(C3=CC(=C(C=C3)I)C)=O)(Cl)Cl (2,2,2-Trichloro-1-[10-(4-iodo-3-methylbenzoyl)-10,11-dihydro-5H-pyrrolo[2,1-c][1,4]benzodiazepin-3-yl]ethanone), CS(=O)C (dimethyl sulfoxide), NCC=1C=NC=CC1 (3-(aminomethyl)pyridine). Run in C(C)#N (acetonitrile). Yields the product IC1=C(C=C(C(=O)N2CC=3N(CC4=C2C=CC=C4)C(=CC3)C(=O)NCC=3C=NC=CC3)C=C1)C (10-(4-Iodo-3-methylbenzoyl)-N-(pyridin-3-ylmethyl)-10,11-dihydro-5H-pyrrolo[2,1-c][1,4]benzodiazepine-3-carboxamide). Isolated yield 96.1%. RXN SMILES: ClC(Cl)(Cl)[C:3]([C:5]1[N:14]2[C:8]([CH2:9][N:10]([C:19](=[O:28])[C:20]3[CH:25]=[CH:24][C:23]([I:26])=[C:22]([CH3:27])[CH:21]=3)[C:11]3[CH:18]=[CH:17][CH:16]=[CH:15][C:12]=3[CH2:13]2)=[CH:7][CH:6]=1)=[O:4].CS(C)=O.[NH2:35][CH2:36][C:37]1[CH:38]=[N:39][CH:40]=[CH:41][CH:42]=1>C(#N)C>[I:26][C:23]1[CH:24]=[CH:25][C:20]([C:19]([N:10]2[C:11]3[CH:18]=[CH:17][CH:16]=[CH:15][C:12]=3[CH2:13][N:14]3[C:5]([C:3]([NH:35][CH2:36][C:37]4[CH:38]=[N:39][CH:40]=[CH:41][CH:42]=4)=[O:4])=[CH:6][CH:7]=[C:8]3[CH2:9]2)=[O:28])=[CH:21][C:22]=1[CH3:27]. Procedure details: To a solution of 2,2,2-trichloro-1-[10-(4-iodo-3-methylbenzoyl)-10,11-dihydro-5H-pyrrolo[2,1-c][1,4]benzodiazepin-3-yl]ethanone of Step B (1 g, 1.74 mmol) in dry acetonitrile (30 mL) at room temperature under nitrogen was added dimethyl sulfoxide (0.62 mL, 8.72 mmol) followed by 3-(aminomethyl)pyridine (0.36 mL, 3.49 mmol) and the reaction mixture heated to reflux for 36 hours. The cooled reaction mixture was concentrated in vacuo to a small volume then partitioned between ethyl acetate (50 mL) ... The reactants are OBO, COc1ccc(Cl)cc1, Cc1cc(S(=O)(=O)c2ccc(F)cc2)ccc1Br. Yields the product COc1ccc(Cl)cc1-c1ccc(S(=O)(=O)c2ccc(F)cc2)cc1C. Reaction SMILES: [BH:19]([OH:20])[OH:21].[Cl:22][c:23]1[cH:24][cH:25][c:26]([O:29][CH3:30])[cH:27][cH:28]1.[F:1][c:2]1[cH:3][cH:4][c:5]([S:8](=[O:9])(=[O:10])[c:11]2[cH:12][c:13]([CH3:18])[c:14]([Br:17])[cH:15][cH:16]2)[cH:6][cH:7]1>>[F:1][c:2]1[cH:3][cH:4][c:5]([S:8](=[O:9])(=[O:10])[c:11]2[cH:12][c:13]([CH3:18])[c:14](-[c:25]3[cH:24][c:23]([Cl:22])[cH:28][cH:27][c:26]3[O:29][CH3:30])[cH:15][cH:16]2)[cH:6][cH:7]1. Reactants: ClCCl (dichloromethane), C(C)(C)(C)N1N=CC(=C(C1=O)Br)Br (2-tert.-butyl-4,5-dibromo-3(2H)-pyridazinone), C(C)(C)(C)C1=CC=C(CS)C=C1 (4-tert.-butyl-benzyl mercaptan), [OH-].[Na+] (Sodium hydroxide), C(Cl)Cl (CH2Cl2). The reagents and catalysts are [Cl-].C(C)[N+](CC1=CC=CC=C1)(CC)CC (triethylbenzylammonium chloride). Run in O (water). Conditions: time 10 hour. Yields the product C(C)(C)(C)N1N=CC(=C(C1=O)Br)SCC1=CC=C(C=C1)C(C)(C)C (2-tert.-butyl-4-bromo-5-(4-tert.-butylbenzylthio)-3(2H)-pyridazinone). The yield is 70.0%. As a reaction SMILES: [OH-].[Na+].ClCCl.[C:6]([N:10]1[C:15](=[O:16])[C:14]([Br:17])=[C:13](Br)[CH:12]=[N:11]1)([CH3:9])([CH3:8])[CH3:7].[C:19]([C:23]1[CH:30]=[CH:29][C:26]([CH2:27][SH:28])=[CH:25][CH:24]=1)([CH3:22])([CH3:21])[CH3:20]>O.[Cl-].C([N+](CC)(CC)CC1C=CC=CC=1)C>[C:6]([N:10]1[C:15](=[O:16])[C:14]([Br:17])=[C:13]([S:28][CH2:27][C:26]2[CH:29]=[CH:30][C:23]([C:19]([CH3:22])([CH3:21])[CH3:20])=[CH:24][CH:25]=2)[CH:12]=[N:11]1)([CH3:9])([CH3:8])[CH3:7] |f:0.1,6.7|. Procedure: Sodium hydroxide 0.22 g was dissolved in 5 ml of water, and thereto were added 10 ml of dichloromethane, 1.55 g of 2-tert.-butyl-4,5-dibromo-3(2H)-pyridazinone and 0.05 g of triethylbenzylammonium chloride. The resulting solution was incorporated with 0.83 g of 4-tert.-butyl-benzyl mercaptan at room temperature and then stirred for 10 hours. After completion of the reaction, about 50 ml of CH2Cl2 was added to the solution and the organic layer was separated therefrom, washed with 5% aqueous solu... Starting materials: C(C)(=O)OC1[C@H](OC(C)=O)[C@H](OC(C)=O)[C@H](O1)C (1,2,3-tri-O-acetyl-5-deoxy-D-ribofuranose), C(C)(=O)OC1[C@H](OC(C)=O)[C@H](OC(C)=O)[C@H](O1)C (1,2,3-tri-O-acetyl-5-deoxy-D-ribofuranose), C[Si](C)(C)OS(=O)(=O)C(F)(F)F (trimethylsilyltrifluoromethane sulfonate), ClC1=NC2=C(N1)C=C(C(=C2Cl)Cl)Cl (2,4,5,6-tetrachloro-1H-benzimidazole), C/C(=N\[Si](C)(C)C)/O[Si](C)(C)C (N,O-bis(trimethylsilyl)acetamide). Solvent: C(C)(=O)OCC (ethyl acetate), C(C)#N (acetonitrile), C(C)#N (acetonitrile), C(C)#N (acetonitrile). Run at temperature 70 celsius, time 15 minute. The product is ClC1=NC2=C(N1[C@H]1[C@H](OC(C)=O)[C@H](OC(C)=O)[C@H](O1)C)C=C(C(=C2Cl)Cl)Cl (2,4,5,6-Tetrachloro-1-(2,3-di-O-acetyl-5-deoxy-beta-D-ribofuranosyl)-1H-benzimidazole). The yield is 60.8%. Reaction SMILES: [Cl:1][C:2]1[NH:6][C:5]2[CH:7]=[C:8]([Cl:13])[C:9]([Cl:12])=[C:10]([Cl:11])[C:4]=2[N:3]=1.C/C(/O[Si](C)(C)C)=N\[Si](C)(C)C.C(O[CH:30]1[O:42][C@H:41]([CH3:43])[C@@H:36]([O:37][C:38](=[O:40])[CH3:39])[C@H:31]1[O:32][C:33](=[O:35])[CH3:34])(=O)C.C[Si](OS(C(F)(F)F)(=O)=O)(C)C>C(#N)C.C(OCC)(=O)C>[Cl:1][C:2]1[N:6]([C@@H:30]2[O:42][C@H:41]([CH3:43])[C@@H:36]([O:37][C:38](=[O:40])[CH3:39])[C@H:31]2[O:32][C:33](=[O:35])[CH3:34])[C:5]2[CH:7]=[C:8]([Cl:13])[C:9]([Cl:12])=[C:10]([Cl:11])[C:4]=2[N:3]=1. Procedure: A mixture of 2,4,5,6-tetrachloro-1H-benzimidazole (1.02 g, 4.0 mmol), acetonitrile (20 mL), and N,O-bis(trimethylsilyl)acetamide (1.5 mL, 6 mmol) was stirred at 70° C. for 15 min. Then 1,2,3-tri-O-acetyl-5-deoxy-D-ribofuranose (1.35 g, 5.2 mmol) in acetonitrile (5 mL) was added, followed by trimethylsilyltrifluoromethane sulfonate (1.16 mL, 6.0 mmol). The resulting mixture was allowed to stir at 70° C. for 20 min. Another portion of 1,2,3-tri-O-acetyl-5-deoxy-D-ribofuranose (0.21 g, 0.8 mmol) in...